From a dataset of the Open Reaction Database (ORD), a public repository of structured organic reaction records. describe an organic reaction: reactants, conditions, products, and yield Starting materials: C[Si](C)(C)C=[N+]=[N-] (trimethylsilyldiazomethane), C(C)(=O)O (acetic acid), C(=C\C=C\C#C)/[C@@H]1[C@@H](OC(O1)(C)C)COCC(=O)O (2-[[(4S,5R)-5-[(1E,3E)-1,3-hexadien-5-ynyl]-2,2-dimethyl-1,3-dioxolan-4-yl]methoxy]ethanoic acid), [N+](=[N-])=C (diazomethane). The solvent is C1CCOC1 (THF), CCOCC (ether), C1CCOC1 (THF). Product: C(=C\C=C\C#C)/[C@@H]1[C@@H](OC(O1)(C)C)COCC(=O)OC (2-[[(4S,5R)-5-[(1E,3E)-1,3-hexadien-5-ynyl]-2,2-dimethyl-1,3-dioxolan-4-yl]methoxy]ethanoic acid, methyl ester). As a reaction SMILES: [CH:1](/[C@H:7]1[O:11][C:10]([CH3:13])([CH3:12])[O:9][C@H:8]1[CH2:14][O:15][CH2:16][C:17]([OH:19])=[O:18])=[CH:2]\[CH:3]=[CH:4]\[C:5]#[CH:6].[CH3:20][Si](C=[N+]=[N-])(C)C.[N+](=C)=[N-].C(O)(=O)C>C1COCC1.CCOCC>[CH:1](/[C@H:7]1[O:11][C:10]([CH3:13])([CH3:12])[O:9][C@H:8]1[CH2:14][O:15][CH2:16][C:17]([O:19][CH3:20])=[O:18])=[CH:2]\[CH:3]=[CH:4]\[C:5]#[CH:6]. Procedure: A solution of 2-[[(4S,5R)-5-[(1E,3E)-1,3-hexadien-5-ynyl]-2,2-dimethyl-1,3-dioxolan-4-yl]methoxy]ethanoic acid in THF was cooled in an ice bath and treated with a solution of trimethylsilyldiazomethane in THF in portions. Excess diazomethane was decomposed with acetic acid and the mixture was diluted with ether and washed with water, saturated sodium bicarbonate, water (2×), and brine, dried, treated with silica gel and concentrated. Purification by chromatography on silica gel using a gradient ... The reactants are [Na] (sodium), C(C)I (ethyl iodide), yellow needles, NC1=C(C=CC=C1C(C1=CC=CC=C1)=O)CC(=O)O (2-amino-3-benzoylphenylacetic acid), CN(C=O)C (dimethylformamide). Solvent: O (water). Run at time 2 hour. Yields the product NC1=C(C=CC=C1C(C1=CC=CC=C1)=O)CC(=O)OCC (Ethyl 2-amino-3-benzoylphenylacetate). Reaction SMILES: [Na].[NH2:2][C:3]1[C:8]([C:9](=[O:16])[C:10]2[CH:15]=[CH:14][CH:13]=[CH:12][CH:11]=2)=[CH:7][CH:6]=[CH:5][C:4]=1[CH2:17][C:18]([OH:20])=[O:19].CN(C)C=O.[CH2:26](I)[CH3:27]>O>[NH2:2][C:3]1[C:8]([C:9](=[O:16])[C:10]2[CH:15]=[CH:14][CH:13]=[CH:12][CH:11]=2)=[CH:7][CH:6]=[CH:5][C:4]=1[CH2:17][C:18]([O:20][CH2:26][CH3:27])=[O:19] |^1:0|. Procedure details: A solution of 2.5 g. (0.009 mole) of the sodium salt of 2-amino-3-benzoylphenylacetic acid in 25 ml. of dry dimethylformamide was treated with 5.0 g. (0.035 mole) of ethyl iodide. The mixture was stirred two hours at room temperature using a magnetic stirrer. The mixture was diluted with water and the aqueous solution extracted several times with ethyl ether. The combined extracts were washed with water, dried over sodium sulfate and concentrated under vacuum to a yellow solid. The solid was rec... The reactants are CN(C)C=O, N#CCCl, Oc1ccc(Oc2ccc(Cl)cc2)cc1, [H-], [Na+], O. Yields the product N#CCOc1ccc(Oc2ccc(Cl)cc2)cc1. Reaction SMILES: [CH3:22][N:23]([CH3:24])[CH:25]=[O:26].[Cl:18][CH2:19][C:20]#[N:21].[Cl:3][c:4]1[cH:5][cH:6][c:7]([O:8][c:9]2[cH:10][cH:11][c:12]([OH:15])[cH:13][cH:14]2)[cH:16][cH:17]1.[H-:1].[Na+:2].[OH2:27]>>[Cl:3][c:4]1[cH:5][cH:6][c:7]([O:8][c:9]2[cH:10][cH:11][c:12]([O:15][CH2:19][C:20]#[N:21])[cH:13][cH:14]2)[cH:16][cH:17]1. The reactants are Cl.C(CC)C=1SC=C(N1)CCl (2-n-propyl-4-chloromethylthiazole hydrochloride), C1(=CC=CC=C1)N1CCNCC1 (1-phenylpiperazine), C([O-])([O-])=O.[Na+].[Na+] (sodium carbonate). Solvent: C(C)O (ethanol). Yields the product C(CC)C=1SC=C(N1)CN1CCN(CC1)C1=CC=CC=C1 (1-(2-n-Propylthiazol-4-ylmethyl)-4-phenylpiperazine). RXN SMILES: Cl.[CH2:2]([C:5]1[S:6][CH:7]=[C:8]([CH2:10]Cl)[N:9]=1)[CH2:3][CH3:4].[C:12]1([N:18]2[CH2:23][CH2:22][NH:21][CH2:20][CH2:19]2)[CH:17]=[CH:16][CH:15]=[CH:14][CH:13]=1.C(=O)([O-])[O-].[Na+].[Na+]>C(O)C>[CH2:2]([C:5]1[S:6][CH:7]=[C:8]([CH2:10][N:21]2[CH2:22][CH2:23][N:18]([C:12]3[CH:17]=[CH:16][CH:15]=[CH:14][CH:13]=3)[CH2:19][CH2:20]2)[N:9]=1)[CH2:3][CH3:4] |f:0.1,3.4.5|. Reported procedure: A mixture of 2-n-propyl-4-chloromethylthiazole hydrochloride (3.18g; 0.015 mole), 1-phenylpiperazine (2.43g; 0.015 mole) and sodium carbonate (anhydrous, 10g) in absolute ethanol (60ml) was stirred and boiled under reflux for 6 hours. The suspension was filtered and the filtrate evaporated to a yellow oil. This was dissolved in boiling benzene and treated with decolourising charcoal. After filtration, the benzene was removed giving a yellow oil which crystallised 4.27g. This solid was recrystall... Reactants: C1CCNCC1, Cc1ccsc1C=O, CCO, O=C1Cc2ccccc2N1. Yields the product Cc1ccsc1C=C1C(=O)Nc2ccccc21. RXN SMILES: [CH2:19]1[CH2:20][CH2:21][NH:22][CH2:23][CH2:24]1.[CH3:11][c:12]1[c:13]([CH:17]=[O:18])[s:14][cH:15][cH:16]1.[CH3:25][CH2:26][OH:27].[NH:1]1[C:2](=[O:10])[CH2:3][c:4]2[cH:5][cH:6][cH:7][cH:8][c:9]21>>[NH:1]1[C:2](=[O:10])[C:3](=[CH:17][c:13]2[c:12]([CH3:11])[cH:16][cH:15][s:14]2)[c:4]2[cH:5][cH:6][cH:7][cH:8][c:9]21. RXN SMILES: [CH3:15][CH2:16][O:17][C:18](=[O:19])[CH3:20].[F:1][C:2]([C:3](=[CH2:4])[c:5]1[cH:6][cH:7][n:8][cH:9][cH:10]1)([F:11])[F:12].[H:13][H:14]>>[F:1][C:2]([CH:3]([CH3:4])[c:5]1[cH:6][cH:7][n:8][cH:9][cH:10]1)([F:11])[F:12]. Reactants: CCOC(C)=O, C=C(c1ccncc1)C(F)(F)F, [H][H]. The product is CC(c1ccncc1)C(F)(F)F.